describe an organic reaction: reactants, conditions, products, and yield From a dataset of the Open Reaction Database (ORD), a public repository of structured organic reaction records. The reactants are C(C#C)N1C(N(C(C1)=O)CO)=O ((1-propargyl-2,4-dioxo-imidazolidin-3-yl)-methanol), CC1([C@@H]([C@H]1C=C1CCC1)C(=O)O)C ((1R,trans)2,2-dimethyl-3-(cyclobutylidenemethyl)-cyclopropane-1-carboxylic acid), C1(CCCCC1)N=C=NC1CCCCC1 (dicyclohexylcarbodiimide). The reagents and catalysts are CN(C1=CC=NC=C1)C (4-dimethylamino-pyridine). The solvent is C(Cl)Cl (methylene chloride), C(Cl)Cl (methylene chloride). Yields the product CC1([C@@H]([C@H]1C=C1CCC1)C(=O)OCN1C(N(CC1=O)CC#C)=O)C ((1-propargyl-2,4-dioxo-imidazolidin-3-yl)-methyl(1R,trans)2,2-dimethyl-3-(cyclobutylidenemethyl)-cyclopropane-1-carboxylate). Isolated yield 17.0%. Reaction SMILES: [CH2:1]([N:4]1[CH2:8][C:7](=[O:9])[N:6]([CH2:10][OH:11])[C:5]1=[O:12])[C:2]#[CH:3].[CH3:13][C:14]1([CH3:25])[C@H:16]([CH:17]=[C:18]2[CH2:21][CH2:20][CH2:19]2)[C@H:15]1[C:22](O)=[O:23].C1(N=C=NC2CCCCC2)CCCCC1>C(Cl)Cl.CN(C)C1C=CN=CC=1>[CH3:13][C:14]1([CH3:25])[C@H:16]([CH:17]=[C:18]2[CH2:19][CH2:20][CH2:21]2)[C@H:15]1[C:22]([O:11][CH2:10][N:6]1[C:7](=[O:9])[CH2:8][N:4]([CH2:1][C:2]#[CH:3])[C:5]1=[O:12])=[O:23]. Reported procedure: A solution of 3.6 g of (1-propargyl-2,4-dioxo-imidazolidin-3-yl)-methanol in 10 ml of methylene chloride was added at 20° C. to a mixture of 4 g of (1R,trans)2,2-dimethyl-3-(cyclobutylidenemethyl)-cyclopropane-1-carboxylic acid, 4.6 g of dicyclohexylcarbodiimide, 20 ml of methylene chloride and a catalytic amount of 4-dimethylamino-pyridine and the mixture was stirred at 20° C. for 17 hours and was vacuum filtered. The filtrate was evaporated to dryness under reduced pressure and the residue was... Reactants: CC(=O)OC(C)=O, NCC1CCC(C(=O)O)C1, c1ccncc1. Product: CC(=O)NCC1CCC(C(=O)O)C1. As a reaction SMILES: [CH3:11][C:12](=[O:13])[O:14][C:15](=[O:16])[CH3:17].[NH2:1][CH2:2][CH:3]1[CH2:4][CH:5]([C:8](=[O:9])[OH:10])[CH2:6][CH2:7]1.[cH:18]1[cH:19][cH:20][n:21][cH:22][cH:23]1>>[NH:1]([CH2:2][CH:3]1[CH2:4][CH:5]([C:8](=[O:9])[OH:10])[CH2:6][CH2:7]1)[C:12]([CH3:11])=[O:13]. Starting materials: CC1=CC=C(C=C1)N1N=C(C=C1CCC=O)CCCC (3-(1-(4-methylphenyl)-3-butyl-1H-pyrazol-5-yl)propanal), FC1=C(C=CC=C1)N1CCNCC1 (1-(2-fluorophenyl)piperazine), [BH-](OC(=O)C)(OC(=O)C)OC(=O)C.[Na+] (NaBH(OAc)3). Product: FC1=C(C=CC=C1)N1CCN(CC1)CCCC1=CC(=NN1C1=CC=C(C=C1)C)CCCC (1-(2-fluorophenyl)-4-(3-(1-(4-methylphenyl)-3-butyl-1H-pyrazol-5-yl)propyl)piperazine). Reaction SMILES: [CH3:1][C:2]1[CH:7]=[CH:6][C:5]([N:8]2[C:12]([CH2:13][CH2:14][CH:15]=O)=[CH:11][C:10]([CH2:17][CH2:18][CH2:19][CH3:20])=[N:9]2)=[CH:4][CH:3]=1.[F:21][C:22]1[CH:27]=[CH:26][CH:25]=[CH:24][C:23]=1[N:28]1[CH2:33][CH2:32][NH:31][CH2:30][CH2:29]1.[BH-](OC(C)=O)(OC(C)=O)OC(C)=O.[Na+]>>[F:21][C:22]1[CH:27]=[CH:26][CH:25]=[CH:24][C:23]=1[N:28]1[CH2:33][CH2:32][N:31]([CH2:15][CH2:14][CH2:13][C:12]2[N:8]([C:5]3[CH:6]=[CH:7][C:2]([CH3:1])=[CH:3][CH:4]=3)[N:9]=[C:10]([CH2:17][CH2:18][CH2:19][CH3:20])[CH:11]=2)[CH2:30][CH2:29]1 |f:2.3|. Reported procedure: 297 mg (70.6%) of target compound was obtained by using a method same as in Example 1 by using 3-(1-(4-methylphenyl)-3-butyl-1H-pyrazol-5-yl)propanal (248 mg, 0.968 mmol), 1-(2-fluorophenyl)piperazine (229 mL, 1.451 mmol), and NaBH(OAc)3 (198 mg, 0.936 mmol). Starting materials: [H-].C(C(C)C)[Al+]CC(C)C (Diisobutyl aluminum hydride), C1N(CCC2=CC=CC=C12)C=1N=C(C=C2C1NC(=C2C)C)C#N (7-(3,4-dihydro-1H-isoquinolin-2-yl)-2,3-dimethyl-1H-pyrrolo[2,3-c]pyridin-5-carbonitrile), O (Water), [OH-].[Na+] (sodium hydroxide). Solvent: O1CCCC1 (tetrahydrofuran), C(C)OCC (diethyl ether). Run at time 5 hour. Yields the product C1N(CCC2=CC=CC=C12)C=1N=C(C=C2C1NC(=C2C)C)C=O (7-(3,4-dihydro-1H-isoquinolin-2-yl)-2,3-dimethyl-1H-pyrrolo[2,3-c]pyridin-5-carbaldehyde). The yield is 16.0%. Reaction SMILES: [H-].C([Al+]CC(C)C)C(C)C.[CH2:11]1[C:20]2[C:15](=[CH:16][CH:17]=[CH:18][CH:19]=2)[CH2:14][CH2:13][N:12]1[C:21]1[N:22]=[C:23]([C:32]#N)[CH:24]=[C:25]2[C:29]([CH3:30])=[C:28]([CH3:31])[NH:27][C:26]=12.[OH2:34].[OH-].[Na+]>O1CCCC1.C(OCC)C>[CH2:11]1[C:20]2[C:15](=[CH:16][CH:17]=[CH:18][CH:19]=2)[CH2:14][CH2:13][N:12]1[C:21]1[N:22]=[C:23]([CH:32]=[O:34])[CH:24]=[C:25]2[C:29]([CH3:30])=[C:28]([CH3:31])[NH:27][C:26]=12 |f:0.1,4.5|. Reported procedure: Diisobutyl aluminum hydride (1.0M in toluene solution; 1.98 ml, 1.98 mmol) was added at −78° C. to a solution of 7-(3,4-dihydro-1H-isoquinolin-2-yl)-2,3-dimethyl-1H-pyrrolo[2,3-c]pyridin-5-carbonitrile (300 mg, 099 mmol) prepared in Example 682 in anhydrous tetrahydrofuran (2 ml). The reaction mixture was stirred for 5 hours and then diluted with diethyl ether. Water (2 ml) and 15% sodium hydroxide solution (2 ml) were added to the reaction mixture, which was then stirred for 30 minutes. The org... Reactants: BrCc1ccco1, CCOC(=O)N1CCC(c2c[nH]c3ccc(OC)cc23)CC1, CCOCC. The product is CCOC(=O)N1CCC(c2cn(Cc3ccco3)c3ccc(OC)cc23)CC1. As a reaction SMILES: [Br:23][CH2:24][c:25]1[o:26][cH:27][cH:28][cH:29]1.[CH2:1]([CH3:2])[O:3][C:4](=[O:5])[N:6]1[CH2:7][CH2:8][CH:9]([c:12]2[cH:13][nH:14][c:15]3[cH:16][cH:17][c:18]([O:21][CH3:22])[cH:19][c:20]23)[CH2:10][CH2:11]1.[CH2:30]([O:31][CH2:32][CH3:33])[CH3:34]>>[CH2:1]([CH3:2])[O:3][C:4](=[O:5])[N:6]1[CH2:7][CH2:8][CH:9]([c:12]2[cH:13][n:14]([CH2:24][c:25]3[o:26][cH:27][cH:28][cH:29]3)[c:15]3[cH:16][cH:17][c:18]([O:21][CH3:22])[cH:19][c:20]23)[CH2:10][CH2:11]1. The reactants are solid, BrC1=CC(=CC=2C(=C3N(C12)CCNC3=O)C)F (6-bromo-8-fluoro-10-methyl-3,4-dihydro-2H-pyrazino[1,2-a]indol-1-one), BrC1=CC(=CC=2C(=C3N(C12)CCNC3=O)C)F (6-bromo-8-fluoro-10-methyl-3,4-dihydro-2H-pyrazino[1,2-a]indol-1-one), ClC1=CC=C(C=N1)B(O)O (6-chloro-pyridin-3-ylboronic acid). The product is ClC1=CC=C(C=N1)C1=CC(=CC=2C(=C3N(C12)CCNC3=O)C)F (6-(6-Chloro-pyridin-3-yl)-8-fluoro-10-methyl-3,4-dihydro-2H-pyrazino[1,2-a]indol-1-one). As a reaction SMILES: Br[C:2]1[C:10]2[N:9]3[CH2:11][CH2:12][NH:13][C:14](=[O:15])[C:8]3=[C:7]([CH3:16])[C:6]=2[CH:5]=[C:4]([F:17])[CH:3]=1.[Cl:18][C:19]1[N:24]=[CH:23][C:22](B(O)O)=[CH:21][CH:20]=1>>[Cl:18][C:19]1[N:24]=[CH:23][C:22]([C:2]2[C:10]3[N:9]4[CH2:11][CH2:12][NH:13][C:14](=[O:15])[C:8]4=[C:7]([CH3:16])[C:6]=3[CH:5]=[C:4]([F:17])[CH:3]=2)=[CH:21][CH:20]=1. Reported procedure: The title compound, light yellow solid (62 mg, 75%), MS (ISP) m/z=314.5 [(M+H)+], mp 232° C., was prepared in accordance with the general method of example 1 from 6-bromo-8-fluoro-10-methyl-3,4-dihydro-2H-pyrazino[1,2-a]indol-1-one (intermediate 14) (74.3 mg, 0.25 mmol) and commercially available 6-chloro-pyridin-3-ylboronic acid (51.1 mg, 0.325 mmol). The reactants are O=C([O-])[O-], C#CCBr, CCOC(C)=O, [K+], [K+], O=[N+]([O-])c1ncc[nH]1, CN(C)C=O. Product: C#CCn1ccnc1[N+](=O)[O-]. Reaction SMILES: [C:13](=[O:14])([O-:15])[O-:16].[CH2:9]([C:10]#[CH:11])[Br:12].[CH3:24][CH2:25][O:26][C:27]([CH3:28])=[O:29].[K+:17].[K+:18].[N+:1](=[O:2])([O-:3])[c:4]1[nH:5][cH:6][cH:7][n:8]1.[O:19]=[CH:20][N:21]([CH3:22])[CH3:23]>>[N+:1](=[O:2])([O-:3])[c:4]1[n:5]([CH2:11][C:10]#[CH:9])[cH:6][cH:7][n:8]1. Starting materials: CCN(C(C)C)C(C)C (DIPEA), FC(C(=O)O)(F)F.NCCCOC1=CC(=C(C(=O)N[C@H](C(=O)O)CC2=CC=C(C=C2)C=2C(N(C(N(C2C)C)=O)C)=O)C(=C1)Cl)Cl ((S)-2-[4-(3-aminopropoxy)-2,6-dichlorobenzoylamino]-3-[4-(1,3,6-trimethyl-2,4-dioxo-1,2,3,4-tetrahydropyrimidin-5-yl)phenyl]propionic acid trifluoroacetate salt), O=C1N(C(CC1)=O)OC(CCOCCOCCOCCOCCOCCOCCOCCOCCNC(CCN1C(C=CC1=O)=O)=O)=O (3-[2-[2-[2-[2-[2-[2-[2-[[3-(2,5-dioxo-2,5-dihydro-pyrrol-1-yl)-propionylamino]ethoxy]ethoxy]ethoxy]ethoxy]ethoxy]ethoxy]ethoxy]ethoxy]propionic acid-2,5-dioxo-pyrrolidin-1-yl ester). Product: ClC1=C(C(=O)N[C@H](C(=O)O)CC2=CC=C(C=C2)C=2C(N(C(N(C2C)C)=O)C)=O)C(=CC(=C1)OCCCNC(CCOCCOCCOCCOCCOCCOCCOCCOCCNC(CCN1C(C=CC1=O)=O)=O)=O)Cl ((S)-2-[2,6-dichloro-4-[3-[3-[2-[2-[2-[2-[2-[2-[2-[2-[3-(2,5-dioxo-2,5- dihydropyrrol-1-yl)propionylamino]ethoxy]ethoxy]ethoxy]ethoxy]ethoxy]ethoxy]ethoxy]ethoxy]propionylamino]propoxy]benzoylamino]-3-[4-(1,3,6-trimethyl-2,4-dioxo-1,2,3,4-tetrahydropyrimidin-5-yl)phenyl]propionic acid), solid. Isolated yield 53.0%. RXN SMILES: FC(F)(F)C(O)=O.[NH2:8][CH2:9][CH2:10][CH2:11][O:12][C:13]1[CH:43]=[C:42]([Cl:44])[C:16]([C:17]([NH:19][C@@H:20]([CH2:24][C:25]2[CH:30]=[CH:29][C:28]([C:31]3[C:32](=[O:41])[N:33]([CH3:40])[C:34](=[O:39])[N:35]([CH3:38])[C:36]=3[CH3:37])=[CH:27][CH:26]=2)[C:21]([OH:23])=[O:22])=[O:18])=[C:15]([Cl:45])[CH:14]=1.O=C1CCC(=O)N1[O:53][C:54](=O)[CH2:55][CH2:56][O:57][CH2:58][CH2:59][O:60][CH2:61][CH2:62][O:63][CH2:64][CH2:65][O:66][CH2:67][CH2:68][O:69][CH2:70][CH2:71][O:72][CH2:73][CH2:74][O:75][CH2:76][CH2:77][O:78][CH2:79][CH2:80][NH:81][C:82](=[O:92])[CH2:83][CH2:84][N:85]1[C:89](=[O:90])[CH:88]=[CH:87][C:86]1=[O:91].CCN(C(C)C)C(C)C>>[Cl:45][C:15]1[CH:14]=[C:13]([O:12][CH2:11][CH2:10][CH2:9][NH:8][C:54](=[O:53])[CH2:55][CH2:56][O:57][CH2:58][CH2:59][O:60][CH2:61][CH2:62][O:63][CH2:64][CH2:65][O:66][CH2:67][CH2:68][O:69][CH2:70][CH2:71][O:72][CH2:73][CH2:74][O:75][CH2:76][CH2:77][O:78][CH2:79][CH2:80][NH:81][C:82](=[O:92])[CH2:83][CH2:84][N:85]2[C:89](=[O:90])[CH:88]=[CH:87][C:86]2=[O:91])[CH:43]=[C:42]([Cl:44])[C:16]=1[C:17]([NH:19][C@@H:20]([CH2:24][C:25]1[CH:30]=[CH:29][C:28]([C:31]2[C:32](=[O:41])[N:33]([CH3:40])[C:34](=[O:39])[N:35]([CH3:38])[C:36]=2[CH3:37])=[CH:27][CH:26]=1)[C:21]([OH:23])=[O:22])=[O:18] |f:0.1|. Reported procedure: The title compound was prepared using a similar procedure as described in Example 1, Step 11, starting from (S)-2-[4-(3-aminopropoxy)-2,6-dichlorobenzoylamino]-3-[4-(1,3,6-trimethyl-2,4-dioxo-1,2,3,4-tetrahydropyrimidin-5-yl)phenyl]propionic acid trifluoroacetate salt (98 mg, 0.145 mmol), 3-[2-[2-[2-[2-[2-[2-[2-[[3-(2,5-dioxo-2,5-dihydro-pyrrol-1-yl)-propionylamino]ethoxy]ethoxy]ethoxy]ethoxy]ethoxy]ethoxy]ethoxy]ethoxy]propionic acid-2,5-dioxo-pyrrolidin-1-yl ester (100 mg, 0.145 mmol), and DIP...